Dataset: the Open Reaction Database (ORD), a public repository of structured organic reaction records. Task: describe an organic reaction: reactants, conditions, products, and yield Reactants: C(C1=CC=CC=C1)ONC(=O)C(C(=O)N[C@H](C(=O)N[C@H]([C@H](C[C@H](C=C)C(C)C)O)C1CCCCC1)CC=1N=CNC1)CC1=CC=CC=C1 ((S)-α-[(RS)-α-[(benzyloxy)carbamoyl]-hydrocinnamamido]-N-[(1S,2S,4S)-1-cyclohexyl-2-hydroxy 4-isopropyl-5-hexenyl]imidazole-4-propionamide). The reagents and catalysts are [Pd] (palladium on carbon). Solvent: CO (methanol). The product is C1(CCCCC1)C[C@@H]([C@H](C[C@@H](C(C)C)CC)O)NC([C@H](CC=1N=CNC1)NC(C(CC1=CC=CC=C1)C(NO)=O)=O)=O ((S)-N-[(1S,2S,4S)-1-(cyclohexylmethyl)-4-ethyl-2-hydroxy-5-methylhexyl]-α-[(RS)-α-(hydroxycarbamoyl)hydrocinnamamido]imidazole-4-propionamide). As a reaction SMILES: C([O:8][NH:9][C:10]([CH:12]([CH2:42][C:43]1[CH:48]=[CH:47][CH:46]=[CH:45][CH:44]=1)[C:13]([NH:15][C@@H:16]([CH2:36][C:37]1[N:38]=[CH:39][NH:40][CH:41]=1)[C:17]([NH:19][C@@H:20]([CH:30]1CCCCC1)[C@@H:21]([OH:29])[CH2:22][C@@H:23]([CH:26]([CH3:28])[CH3:27])[CH:24]=[CH2:25])=[O:18])=[O:14])=[O:11])C1C=CC=CC=1>[Pd].CO>[CH:43]1([CH2:30][C@H:20]([NH:19][C:17](=[O:18])[C@@H:16]([NH:15][C:13](=[O:14])[CH:12]([C:10](=[O:11])[NH:9][OH:8])[CH2:42][C:43]2[CH:48]=[CH:47][CH:46]=[CH:45][CH:44]=2)[CH2:36][C:37]2[N:38]=[CH:39][NH:40][CH:41]=2)[C@@H:21]([OH:29])[CH2:22][C@H:23]([CH2:24][CH3:25])[CH:26]([CH3:28])[CH3:27])[CH2:48][CH2:47][CH2:46][CH2:45][CH2:44]1. Reported procedure: 150 mg of (S)-α-[(RS)-α-[(benzyloxy)carbamoyl]-hydrocinnamamido]-N-[(1S,2S,4S)-1-cyclohexyl-2-hydroxy 4-isopropyl-5-hexenyl]imidazole-4-propionamide were hydrogenated in the presence of 5% palladium on carbon in methanol for 3 hours. After completion of hydrogen uptake, the catalyst was filtered and the filtrate was evaporated. Recrystallization of the residue from methanol/methylene chloride/ether yielded (S)-N-[(1S,2S,4S)-1-(cyclohexylmethyl)-4-ethyl-2-hydroxy-5-methylhexyl]-α-[(RS)-α-(hydroxy... The reactants are BrCc1ccccc1, CCC1CCCN(Cc2ccccc2)C1=O, C1CCOC1, CN(C)P(=O)(N(C)C)N(C)C, CC(C)[N-]C(C)C, [Li+]. Yields the product CCC1(Cc2ccccc2)CCCN(Cc2ccccc2)C1=O. Reaction SMILES: [Br:17][CH2:18][c:19]1[cH:20][cH:21][cH:22][cH:23][cH:24]1.[CH2:1]([CH3:2])[CH:3]1[C:4](=[O:16])[N:5]([CH2:9][c:10]2[cH:11][cH:12][cH:13][cH:14][cH:15]2)[CH2:6][CH2:7][CH2:8]1.[CH2:44]1[O:45][CH2:46][CH2:47][CH2:48]1.[CH3:33][N:34]([CH3:35])[P:36]([N:37]([CH3:38])[CH3:39])([N:40]([CH3:41])[CH3:42])=[O:43].[CH:25]([N-:26][CH:27]([CH3:28])[CH3:29])([CH3:30])[CH3:31].[Li+:32]>>[CH2:1]([CH3:2])[C:3]1([CH2:18][c:19]2[cH:20][cH:21][cH:22][cH:23][cH:24]2)[C:4](=[O:16])[N:5]([CH2:9][c:10]2[cH:11][cH:12][cH:13][cH:14][cH:15]2)[CH2:6][CH2:7][CH2:8]1. Starting materials: C(C1=CC=CC=C1)OC1=CC(=C(C=C1)CC(=O)O)OC (2-(4-benzyloxy-2-methoxyphenyl)acetic acid), COC(OC)C=1C=C(N)C=CC1 (3-(1,1-dimethoxymethyl)aniline). The product is COC(OC)C=1C=C(C=CC1)NC(CC1=C(C=C(C=C1)OCC1=CC=CC=C1)OC)=O (N-[3-(1,1-dimethoxymethyl)phenyl]-2-(4-benzyloxy-2-methoxyphenyl)acetamide). Yield: 51.0%. Reaction SMILES: [CH2:1]([O:8][C:9]1[CH:14]=[CH:13][C:12]([CH2:15][C:16]([OH:18])=O)=[C:11]([O:19][CH3:20])[CH:10]=1)[C:2]1[CH:7]=[CH:6][CH:5]=[CH:4][CH:3]=1.[CH3:21][O:22][CH:23]([C:26]1[CH:27]=[C:28]([CH:30]=[CH:31][CH:32]=1)[NH2:29])[O:24][CH3:25]>>[CH3:21][O:22][CH:23]([C:26]1[CH:27]=[C:28]([NH:29][C:16](=[O:18])[CH2:15][C:12]2[CH:13]=[CH:14][C:9]([O:8][CH2:1][C:2]3[CH:3]=[CH:4][CH:5]=[CH:6][CH:7]=3)=[CH:10][C:11]=2[O:19][CH3:20])[CH:30]=[CH:31][CH:32]=1)[O:24][CH3:25]. Procedure: Using an analogous procedure to that described in Example 1, 2-(4-benzyloxy-2-methoxyphenyl)acetic acid was reacted with 3-(1,1-dimethoxymethyl)aniline to give N-[3-(1,1-dimethoxymethyl)phenyl]-2-(4-benzyloxy-2-methoxyphenyl)acetamide in 51% yield. The compound was obtained as a mixture of the dimethoxyacetal and the corresponding aldehyde.